From a dataset of the Open Reaction Database (ORD), a public repository of structured organic reaction records. describe an organic reaction: reactants, conditions, products, and yield Starting materials: CS(=O)(=O)Cl, CC(C)(C)OC(=O)NC(CO)CC1CCCC1, ClCCl, O. The product is CC(C)(C)OC(=O)NC(COS(C)(=O)=O)CC1CCCC1. RXN SMILES: [CH3:18][S:19]([Cl:20])(=[O:21])=[O:22].[CH:1]1([CH2:6][CH:7]([CH2:8][OH:9])[NH:10][C:11]([O:12][C:13]([CH3:14])([CH3:15])[CH3:16])=[O:17])[CH2:2][CH2:3][CH2:4][CH2:5]1.[Cl:24][CH2:25][Cl:26].[OH2:23]>>[CH:1]1([CH2:6][CH:7]([CH2:8][O:9][S:19]([CH3:18])(=[O:21])=[O:22])[NH:10][C:11]([O:12][C:13]([CH3:14])([CH3:15])[CH3:16])=[O:17])[CH2:2][CH2:3][CH2:4][CH2:5]1.